From a dataset of the Open Reaction Database (ORD), a public repository of structured organic reaction records. describe an organic reaction: reactants, conditions, products, and yield Reactants: CN=C(NN)N(C)C1CCC(NC(=O)OCc2ccccc2)CC1, [Cl-], ClCCl, Cl, O. Product: CN=C(NN)N(C)C1CCC(N)CC1. RXN SMILES: [CH2:1]([O:2][C:3](=[O:4])[NH:10][CH:11]1[CH2:12][CH2:13][CH:14]([N:17]([C:18](=[N:19][CH3:20])[NH:21][NH2:22])[CH3:23])[CH2:15][CH2:16]1)[c:5]1[cH:6][cH:7][cH:8][cH:9][cH:24]1.[Cl-:30].[Cl:26][CH2:27][Cl:28].[ClH:25].[OH2:29]>>[NH2:10][CH:11]1[CH2:12][CH2:13][CH:14]([N:17]([C:18](=[N:19][CH3:20])[NH:21][NH2:22])[CH3:23])[CH2:15][CH2:16]1. Reactants: N[C@H]1CC[C@H](CC1)NC(=O)C1=CNC2=C1N=CN=C2C2=C(C=C(C=C2)F)OCC2CC2 (cis-4-(2-cyclopropylmethoxy-4-fluoro-phenyl)-5H-pyrrolo[3,2-d]pyrimidine-7-carboxylic acid (4-amino-cyclohexyl)-amide), ClC(=O)[C@H](C)OC(C)=O (acetic acid (S)-1-chlorocarbonyl-ethyl ester). The product is O[C@H](C(=O)N[C@H]1CC[C@H](CC1)NC(=O)C1=CNC2=C1N=CN=C2C2=C(C=C(C=C2)F)OCC2CC2)C (cis-4-(2-Cyclopropylmethoxy-4-fluoro-phenyl)-5H-pyrrolo[3,2-d]pyrimidine-7-carboxylic acid [4-((S)-2-hydroxy-propionylamino)-cyclohexyl]-amide). Reaction SMILES: [NH2:1][C@@H:2]1[CH2:7][CH2:6][C@H:5]([NH:8][C:9]([C:11]2[C:15]3[N:16]=[CH:17][N:18]=[C:19]([C:20]4[CH:25]=[CH:24][C:23]([F:26])=[CH:22][C:21]=4[O:27][CH2:28][CH:29]4[CH2:31][CH2:30]4)[C:14]=3[NH:13][CH:12]=2)=[O:10])[CH2:4][CH2:3]1.Cl[C:33]([C@@H:35]([O:37]C(=O)C)[CH3:36])=[O:34]>>[OH:37][C@@H:35]([CH3:36])[C:33]([NH:1][C@@H:2]1[CH2:7][CH2:6][C@H:5]([NH:8][C:9]([C:11]2[C:15]3[N:16]=[CH:17][N:18]=[C:19]([C:20]4[CH:25]=[CH:24][C:23]([F:26])=[CH:22][C:21]=4[O:27][CH2:28][CH:29]4[CH2:30][CH2:31]4)[C:14]=3[NH:13][CH:12]=2)=[O:10])[CH2:4][CH2:3]1)=[O:34]. Procedure details: Starting from cis-4-(2-cyclopropylmethoxy-4-fluoro-phenyl)-5H-pyrrolo[3,2-d]pyrimidine-7-carboxylic acid (4-amino-cyclohexyl)-amide (example A156) and acetic acid (S)-1-chlorocarbonyl-ethyl ester the title compound is obtained as colorless solid. Reactants: C(C)C(=O)CC (Diethyl ketone), N(=O)OCCC(C)C (isoamyl nitrite), Cl (HCl), CC1=CC=C(C=O)C=C1 (p-methylbenzaldehyde), Cl (HCl). The solvent is C(C)OCC (diethyl ether), C(C)(=O)O (acetic acid), CC(C(CC)=O)=NO (pentane-2,3-dione 2-oxime). The product is C(C)C1=C([N+](=C(O1)C1=CC=C(C=C1)C)[O-])C (5-ethyl-4-methyl-2-p-tolyloxazole 3-oxide). Reaction SMILES: [CH2:1]([C:3]([CH2:5][CH3:6])=[O:4])[CH3:2].[N:7](OCCC(C)C)=[O:8].Cl.[CH3:16][C:17]1[CH:24]=[CH:23][C:20]([CH:21]=O)=[CH:19][CH:18]=1>C(OCC)C.CC(=NO)C(=O)CC.C(O)(=O)C>[CH2:1]([C:3]1[O:4][C:21]([C:20]2[CH:23]=[CH:24][C:17]([CH3:16])=[CH:18][CH:19]=2)=[N+:7]([O-:8])[C:5]=1[CH3:6])[CH3:2]. Reported procedure: Diethyl ketone is reacted with isoamyl nitrite and HCl in diethyl ether, resulting in pentane-2,3-dione 2-oxime (G. Buechi, J. Galindo, J. Org. Chem. (1991) 56(8), 2605-2606). The latter is reacted with p-methylbenzaldehyde and HCl in acetic acid to give 5-ethyl-4-methyl-2-p-tolyloxazole 3-oxide (P. M. Weintraub, J. Med. Chem. (1972) 15(4), 419-420). Boiling this compound with phosphoryl chloride in chloroform results in 4-chloromethyl-5-ethyl-2-p-tolyloxazole (M. S. Malamas, R. P. Carlson, D. G... The reactants are Cc1cccc(N2CCNCC2)c1, CCOC(=O)Nc1nc2cc(F)ccc2nc1OC. Yields the product COc1nc2ccc(F)cc2nc1NC(=O)N1CCN(c2cccc(C)c2)CC1. RXN SMILES: [CH3:20][c:21]1[cH:22][c:23]([N:27]2[CH2:28][CH2:29][NH:30][CH2:31][CH2:32]2)[cH:24][cH:25][cH:26]1.[F:1][c:2]1[cH:3][c:4]2[n:5][c:6]([NH:14][C:15]([O:16][CH2:17][CH3:18])=[O:19])[c:7]([O:12][CH3:13])[n:8][c:9]2[cH:10][cH:11]1>>[F:1][c:2]1[cH:3][c:4]2[n:5][c:6]([NH:14][C:15](=[O:19])[N:30]3[CH2:29][CH2:28][N:27]([c:23]4[cH:22][c:21]([CH3:20])[cH:26][cH:25][cH:24]4)[CH2:32][CH2:31]3)[c:7]([O:12][CH3:13])[n:8][c:9]2[cH:10][cH:11]1.